Dataset: the Open Reaction Database (ORD), a public repository of structured organic reaction records. Task: describe an organic reaction: reactants, conditions, products, and yield Starting materials: NCCC=1C(=C(OC2=NC=C(C(=O)N)C=C2)C=CC1)C(C)C (6-[3-(2-amino-ethyl)-2-isopropyl-phenoxy]-nicotinamide), C(CCCC)=O (valeraldehyde), [BH4-].[Na+] (NaBH4). The product is C(C)(C)C1=C(OC2=NC=C(C(=O)N)C=C2)C=CC=C1CCNCCCCC (6-[2-Isopropyl-3-(2-pentylamino-ethyl)-phenoxy]-nicotinamide). Isolated yield 66.3%. As a reaction SMILES: [NH2:1][CH2:2][CH2:3][C:4]1[C:5]([CH:20]([CH3:22])[CH3:21])=[C:6]([CH:17]=[CH:18][CH:19]=1)[O:7][C:8]1[CH:16]=[CH:15][C:11]([C:12]([NH2:14])=[O:13])=[CH:10][N:9]=1.[CH:23](=O)[CH2:24][CH2:25][CH2:26][CH3:27].[BH4-].[Na+]>>[CH:20]([C:5]1[C:4]([CH2:3][CH2:2][NH:1][CH2:23][CH2:24][CH2:25][CH2:26][CH3:27])=[CH:19][CH:18]=[CH:17][C:6]=1[O:7][C:8]1[CH:16]=[CH:15][C:11]([C:12]([NH2:14])=[O:13])=[CH:10][N:9]=1)([CH3:22])[CH3:21] |f:2.3|. Reported procedure: Using a method similar to Example 710, Step 4, using 6-[3-(2-amino-ethyl)-2-isopropyl-phenoxy]-nicotinamide (299 mg, 1.00 mmol), valeraldehyde (112 mg, 1.30 mmol), and NaBH4 (57 mg, 1.50 mmol) gave the title compound (245 mg) as a colorless glass. Mass spectrum (ion spray): m/z=370 (M+1); 1H NMR (DMSO-d6): 8.59 (s, 1H), 8.22 (d, 1H), 8.00 (s, 1H), 7.44 (s, 1H), 7.10 (t, 1H), 7.01 (m, 2H), 6.80 (d, 1H), 3.24 (m, 1H), 2.76 (m, 2H), 2.63 (m, 2H), 2.50 (m, 2H), 1.38 (m, 2H), 1.25 (m, 4H), 1.16 (d, 6... Reactants: CCCC[N+](CCCC)(CCCC)CCCC, CCCCCC, O=C(Cl)OCc1ccccc1, CC(C)(C)OC(=O)N1CCCC(CN)C1, [Na+], [OH-], O, O=S(=O)([O-])O. Yields the product CC(C)(C)OC(=O)N1CCCC(CNC(=O)OCc2ccccc2)C1. As a reaction SMILES: [CH2:34]([N+:35]([CH2:36][CH2:37][CH2:38][CH3:39])([CH2:40][CH2:41][CH2:42][CH3:43])[CH2:44][CH2:45][CH2:46][CH3:47])[CH2:48][CH2:49][CH3:50].[CH3:51][CH2:52][CH2:53][CH2:54][CH2:55][CH3:56].[Cl:18][C:19](=[O:20])[O:21][CH2:22][c:23]1[cH:24][cH:25][cH:26][cH:27][cH:28]1.[NH2:3][CH2:4][CH:5]1[CH2:6][N:7]([C:11](=[O:12])[O:13][C:14]([CH3:15])([CH3:16])[CH3:17])[CH2:8][CH2:9][CH2:10]1.[Na+:2].[OH-:1].[OH2:57].[S:29]([O-:30])([OH:31])(=[O:32])=[O:33]>>[NH:3]([CH2:4][CH:5]1[CH2:6][N:7]([C:11](=[O:12])[O:13][C:14]([CH3:15])([CH3:16])[CH3:17])[CH2:8][CH2:9][CH2:10]1)[C:19](=[O:20])[O:21][CH2:22][c:23]1[cH:24][cH:25][cH:26][cH:27][cH:28]1. As a reaction SMILES: O1CCCC1.[NH2:6][CH2:7][CH:8]([C:10]1[CH:15]=[CH:14][CH:13]=[CH:12][CH:11]=1)[OH:9].Br[CH2:17][CH2:18][CH2:19][CH2:20][CH2:21][CH2:22][CH2:23][CH2:24][CH2:25][CH2:26][CH2:27][CH2:28][O:29][C:30](=[O:40])[CH2:31][CH2:32][CH2:33][C:34]1[CH:39]=[CH:38][CH:37]=[CH:36][CH:35]=1>C(N(CC)CC)C>[OH:9][CH:8]([C:10]1[CH:15]=[CH:14][CH:13]=[CH:12][CH:11]=1)[CH2:7][NH:6][CH2:17][CH2:18][CH2:19][CH2:20][CH2:21][CH2:22][CH2:23][CH2:24][CH2:25][CH2:26][CH2:27][CH2:28][O:29][C:30](=[O:40])[CH2:31][CH2:32][CH2:33][C:34]1[CH:35]=[CH:36][CH:37]=[CH:38][CH:39]=1. Reactants: O1CCCC1 (tetrahydrofuran), NCC(O)C1=CC=CC=C1 (2-amino-1-phenylethanol), BrCCCCCCCCCCCCOC(CCCC1=CC=CC=C1)=O ((12-bromo-1-dodecyl)4-phenylbutanoate), ethyl acetate petroleum ether. Procedure details: According to method I (tetrahydrofuran, reflux 4 days) from 2-amino-1-phenylethanol and (12-bromo-1-dodecyl)4-phenylbutanoate. Working up by means of chromatography (ethyl acetate/petroleum ether 60-80/triethylamine 6:4:1). Recrystallized from diethyl ether. Melting point: 73°-74° C. Yields the product OC(CNCCCCCCCCCCCCOC(CCCC1=CC=CC=C1)=O)C1=CC=CC=C1 ([12-(2-Hydroxy-2-phenylethylamino)-1-dodecyl]4-phenylbutanoate). The solvent is C(C)N(CC)CC (triethylamine). Starting materials: C(C)(=S)[O-].[K+] (Potassium thioacetate), C(C)OC(=O)C1(CCC2(OCCO2)CC1)CBr (8-bromomethyl-1,4-dioxa-spiro[4.5]decane-8-carboxylic acid ethyl ester), O (water). The solvent is CN(C)C=O (DMF). Conditions: temperature 80 celsius. Product: C(C)OC(=O)C1(CCC2(OCCO2)CC1)CSC(C)=O (8-Acetylthiomethyl-1,4-dioxaspiro[4.5]decane-8-carboxylic Acid Ethyl Ester). Isolated yield 101.6%. RXN SMILES: [C:1]([O-:4])(=[S:3])[CH3:2].[K+].[CH2:6]([O:8][C:9]([C:11]1([CH2:21]Br)[CH2:20][CH2:19][C:14]2([O:18][CH2:17][CH2:16][O:15]2)[CH2:13][CH2:12]1)=[O:10])[CH3:7].O>CN(C=O)C>[CH2:6]([O:8][C:9]([C:11]1([CH2:21][S:3][C:1](=[O:4])[CH3:2])[CH2:20][CH2:19][C:14]2([O:15][CH2:16][CH2:17][O:18]2)[CH2:13][CH2:12]1)=[O:10])[CH3:7] |f:0.1|. Reported procedure: Potassium thioacetate (1.0 g) was added to a solution of 8-bromomethyl-1,4-dioxa-spiro[4.5]decane-8-carboxylic acid ethyl ester (1.0 g) in DMF (30 ml) and the solution was heated at 80° C. for 4 h. The mixture was then added to water (100 ml) and extracted with ether. The solvent was washed with water, bicarbonate solution and brine, then dried (MgSO4) and evaporated to give the title compound (1.0 g) as colourless oil. Yields the product CCOP(=O)(Cc1ccc([N+](=O)[O-])cc1)OCC. The reactants are CN(C)C=O, O=[N+]([O-])c1ccc(CBr)cc1, O, CCOP(OCC)OCC. Reaction SMILES: [CH3:22][N:23]([CH3:24])[CH:25]=[O:26].[N+:1](=[O:2])([O-:3])[c:4]1[cH:5][cH:6][c:7]([CH2:8][Br:9])[cH:10][cH:11]1.[OH2:27].[P:12]([O:13][CH2:14][CH3:15])([O:16][CH2:17][CH3:18])[O:19][CH2:20][CH3:21]>>[N+:1](=[O:2])([O-:3])[c:4]1[cH:5][cH:6][c:7]([CH2:8][P:12]([O:13][CH2:14][CH3:15])([O:16][CH2:17][CH3:18])=[O:19])[cH:10][cH:11]1. Reactants: CCCCCC, CC=CC1C(C(=O)O)C1(C)C, O=S(Cl)Cl, c1ccncc1. The product is CC=CC1C(C(=O)Cl)C1(C)C. Reaction SMILES: [CH3:12][CH2:13][CH2:14][CH2:15][CH2:16][CH3:17].[CH3:1][C:2]1([CH3:11])[CH:3]([C:8](=[O:9])[OH:10])[CH:4]1[CH:5]=[CH:6][CH3:7].[S:18]([Cl:19])([Cl:20])=[O:21].[cH:22]1[cH:23][cH:24][n:25][cH:26][cH:27]1>>[CH3:1][C:2]1([CH3:11])[CH:3]([C:8](=[O:9])[Cl:20])[CH:4]1[CH:5]=[CH:6][CH3:7].